This data is from the Open Reaction Database (ORD), a public repository of structured organic reaction records. The task is: describe an organic reaction: reactants, conditions, products, and yield The reactants are C(C=C)Br (allyl bromide), C1(=CC=CC=C1)S(=O)(=O)N1C(=C(C2=CC=C(C=C12)OCC1=NC2=CC=CC=C2C=C1)CC1=CC=C(C=C1)Cl)CC(C(=O)OC)(C)C (Methyl 3-[N-(phenylsulfonyl)-3-(4-chlorobenzyl)-6-(quinolin-2-ylmethoxy)indol-2-yl]-2,2-dimethylpropanoate). The product is C(C=C)N1C(=C(C2=CC=C(C=C12)OCC1=NC2=CC=CC=C2C=C1)CC1=CC=C(C=C1)Cl)CC(C(=O)O)(C)C (3-[N-Allyl-3-(4-chlorobenzyl)-6-(quinolin-2-ylmethoxy)-indol-2-yl]-2,2-dimethylpropanoic acid). As a reaction SMILES: [CH2:1](Br)[CH:2]=[CH2:3].C1(S([N:14]2[C:22]3[C:17](=[CH:18][CH:19]=[C:20]([O:23][CH2:24][C:25]4[CH:34]=[CH:33][C:32]5[C:27](=[CH:28][CH:29]=[CH:30][CH:31]=5)[N:26]=4)[CH:21]=3)[C:16]([CH2:35][C:36]3[CH:41]=[CH:40][C:39]([Cl:42])=[CH:38][CH:37]=3)=[C:15]2[CH2:43][C:44]([CH3:50])([CH3:49])[C:45]([O:47]C)=[O:46])(=O)=O)C=CC=CC=1>>[CH2:1]([N:14]1[C:22]2[C:17](=[CH:18][CH:19]=[C:20]([O:23][CH2:24][C:25]3[CH:34]=[CH:33][C:32]4[C:27](=[CH:28][CH:29]=[CH:30][CH:31]=4)[N:26]=3)[CH:21]=2)[C:16]([CH2:35][C:36]2[CH:41]=[CH:40][C:39]([Cl:42])=[CH:38][CH:37]=2)=[C:15]1[CH2:43][C:44]([CH3:50])([CH3:49])[C:45]([OH:47])=[O:46])[CH:2]=[CH2:3]. Reported procedure: The title compound was prepared under the conditions described in Step A and Step B of Example 38, but substituting allyl bromide for the benzenesulfonyl chloride from Example 38 (Step A).